The task is: describe an organic reaction: reactants, conditions, products, and yield. This data is from the Open Reaction Database (ORD), a public repository of structured organic reaction records. The reactants are [O-]P(=O)([O-])[O-].[K+].[K+].[K+] (K3PO4), BrC1=C(C=CC=C1Cl)Cl (1-Bromo-2,6-dichlorobenzene), CC1=C(C=CC=C1)B(O)O (2-methylphenylboronic acid), Pd(dba)2 Ph5FcP(t-Bu)2. The solvent is C1(=CC=CC=C1)C (toluene). Product: ClC1=C(C(=CC=C1)Cl)C1=C(C=CC=C1)C (2,6-dichloro-2′-methyl-1,1′-biphenyl). Isolated yield 92.8%. As a reaction SMILES: Br[C:2]1[C:7]([Cl:8])=[CH:6][CH:5]=[CH:4][C:3]=1[Cl:9].[CH3:10][C:11]1[CH:16]=[CH:15][CH:14]=[CH:13][C:12]=1B(O)O.[O-]P([O-])([O-])=O.[K+].[K+].[K+]>C1(C)C=CC=CC=1>[Cl:9][C:3]1[CH:4]=[CH:5][CH:6]=[C:7]([Cl:8])[C:2]=1[C:12]1[CH:13]=[CH:14][CH:15]=[CH:16][C:11]=1[CH3:10] |f:2.3.4.5|. Reported procedure: 1-Bromo-2,6-dichlorobenzene (90 mg,-0.40 mmol) reacted with 2-methylphenylboronic acid (82 mg, 0.60 mmol) using 2/4 mol % of Pd(dba)2/Ph5FcP(t-Bu)2 and K3PO4 (254 mg, 1.20 mmol) in toluene at 100° C. to give the title compound (88 mg, 76%): 1H-NMR (400 MHz, CDCl3): δ 8.07 (d, 2H, J=8.07 Hz), 7.28-7.18 (m, 3H), 7.15 (t, 1H, J=8.13 Hz), 7.00 (d, 1H, J=7.25 Hz), 1.99 (s, 3H). 13C{1H}-NMR (125 MHz, CDCl3): δ 139.23, 136.91, 136.16, 135.09, 129.90, 129.04, 129.01, 128.39, 127.88, 125.81, 19.30. GC/MS... Reactants: O=C=O, CCO, O=C(O)c1c[nH]c2ccccc2c1=O. Yields the product O=c1cc[nH]c2ccccc12. RXN SMILES: [C:15](=[O:16])=[O:17].[CH3:18][CH2:19][OH:20].[nH:1]1[cH:2][c:3]([C:12]([OH:13])=[O:14])[c:4](=[O:11])[c:5]2[cH:6][cH:7][cH:8][cH:9][c:10]12>>[nH:1]1[cH:2][cH:3][c:4](=[O:11])[c:5]2[cH:6][cH:7][cH:8][cH:9][c:10]12. Reactants: CCO, [H][H], O=[N+]([O-])c1ccc(N2CCC2)nc1. Yields the product Nc1ccc(N2CCC2)nc1. As a reaction SMILES: [CH3:16][CH2:17][OH:18].[H:14][H:15].[N:1]1([c:5]2[n:6][cH:7][c:8]([N+:11]([O-:12])=[O:13])[cH:9][cH:10]2)[CH2:2][CH2:3][CH2:4]1>>[N:1]1([c:5]2[n:6][cH:7][c:8]([NH2:11])[cH:9][cH:10]2)[CH2:2][CH2:3][CH2:4]1. Reaction SMILES: [CH2:1]1[CH2:2][S:3][CH2:4][CH2:5][NH:6]1.[CH:7]1([NH:10][C:11](=[O:12])[c:13]2[cH:14][cH:15][c:16]([CH3:32])[c:17]([NH:19][C:20]([c:21]3[c:22]([N+:28](=[O:29])[O-:30])[cH:23][cH:24][c:25]([F:27])[cH:26]3)=[O:31])[cH:18]2)[CH2:8][CH2:9]1>>[CH2:1]1[CH2:2][S:3][CH2:4][CH2:5][N:6]1[c:25]1[cH:24][cH:23][c:22]([N+:28](=[O:29])[O-:30])[c:21]([C:20]([NH:19][c:17]2[c:16]([CH3:32])[cH:15][cH:14][c:13]([C:11]([NH:10][CH:7]3[CH2:8][CH2:9]3)=[O:12])[cH:18]2)=[O:31])[cH:26]1. Yields the product Cc1ccc(C(=O)NC2CC2)cc1NC(=O)c1cc(N2CCSCC2)ccc1[N+](=O)[O-]. Reactants: C1CSCCN1, Cc1ccc(C(=O)NC2CC2)cc1NC(=O)c1cc(F)ccc1[N+](=O)[O-]. Reactants: CC#N, Cl, CC(NC(=O)OC(C)(C)C)C(=O)NC1C(=O)N(CCO)c2ncccc2-c2ccccc21. The product is CC(N)C(=O)NC1C(=O)N(CCO)c2ncccc2-c2ccccc21. RXN SMILES: [CH3:34][C:35]#[N:36].[ClH:33].[OH:1][CH2:2][CH2:3][N:4]1[C:5](=[O:32])[CH:6]([NH:19][C:20]([CH:21]([CH3:22])[NH:23][C:24](=[O:25])[O:26][C:27]([CH3:28])([CH3:29])[CH3:30])=[O:31])[c:7]2[c:8]([cH:15][cH:16][cH:17][cH:18]2)-[c:9]2[c:10]1[n:11][cH:12][cH:13][cH:14]2>>[OH:1][CH2:2][CH2:3][N:4]1[C:5](=[O:32])[CH:6]([NH:19][C:20]([CH:21]([CH3:22])[NH2:23])=[O:31])[c:7]2[c:8]([cH:15][cH:16][cH:17][cH:18]2)-[c:9]2[c:10]1[n:11][cH:12][cH:13][cH:14]2. The reactants are C(C)OC(C[C@H](N1C(N(CC1)CCCC1=NC=2NCCCC2C=C1)=O)C=1C=NC=C(C1)OC)=O (3(S)-(5-Methoxy-pyridin-3-yl)-3-{2-oxo-3-[3-(5,6,7,8-tetrahydro-[1,8]naphthyridin-2-yl)-propyl]-imidazolidin-1-yl}-propionic acid ethyl ester), C(C)S (ethanethiol), [Al+3].[Cl-].[Cl-].[Cl-] (AlCl3). Run in C(Cl)Cl (CH2Cl2). Reaction conditions: time 1 hour. The product is C(C)OC(C[C@H](N1C(N(CC1)CCCC1=NC=2NCCCC2C=C1)=O)C=1C=NC=C(C1)O)=O (3(S)-(5-Hydroxy-pyridin-3-yl)-3-{2-oxo-3-[3-(5,6,7,8-tetrahydro-[1,8]naphthyridin-2-yl)-propyl]-imidazolidin-1-yl}-propionic acid ethyl ester). RXN SMILES: [CH2:1]([O:3][C:4](=[O:34])[CH2:5][C@@H:6]([C:26]1[CH:27]=[N:28][CH:29]=[C:30]([O:32]C)[CH:31]=1)[N:7]1[CH2:11][CH2:10][N:9]([CH2:12][CH2:13][CH2:14][C:15]2[CH:24]=[CH:23][C:22]3[CH2:21][CH2:20][CH2:19][NH:18][C:17]=3[N:16]=2)[C:8]1=[O:25])[CH3:2].C(S)C.[Al+3].[Cl-].[Cl-].[Cl-]>C(Cl)Cl>[CH2:1]([O:3][C:4](=[O:34])[CH2:5][C@@H:6]([C:26]1[CH:27]=[N:28][CH:29]=[C:30]([OH:32])[CH:31]=1)[N:7]1[CH2:11][CH2:10][N:9]([CH2:12][CH2:13][CH2:14][C:15]2[CH:24]=[CH:23][C:22]3[CH2:21][CH2:20][CH2:19][NH:18][C:17]=3[N:16]=2)[C:8]1=[O:25])[CH3:2] |f:2.3.4.5|. Procedure: To a stirred solution of 16-3 (200 mg, 0.4278 mmol) and ethanethiol (0.5 ml) and CH2Cl2 (3 ml) was added AlCl3 (570 mg, 4.28 mmol). After 1.0 hour, the reaction was quenched with sat. NaHCO3. Ethyl acetate was added, and the reaction mixture was then purged with argon for 1.0 hour. The organic layer was separated, washed with brine, dried (MgSO4) and then concentrated to give the phenol 16-4 as a yellow oil. Starting materials: FC(C1=CC=C(C=C1)/C=C/C=C/C(=O)OCC)(F)F (Ethyl (2E,4E)-5-[4-(trifluoromethyl)phenyl]-2,4-pentadienoate), C(C(C)C)[Al]CC(C)C (diisobutyl aluminum). Product: FC(C1=CC=C(C=C1)/C=C/C=C/CO)(F)F ((2E,4E)-5-[4-(Trifluoromethyl)phenyl]-2,4-pentadien-1-ol). As a reaction SMILES: [F:1][C:2]([F:19])([F:18])[C:3]1[CH:8]=[CH:7][C:6](/[CH:9]=[CH:10]/[CH:11]=[CH:12]/[C:13](OCC)=[O:14])=[CH:5][CH:4]=1.C([Al]CC(C)C)C(C)C>>[F:1][C:2]([F:18])([F:19])[C:3]1[CH:4]=[CH:5][C:6](/[CH:9]=[CH:10]/[CH:11]=[CH:12]/[CH2:13][OH:14])=[CH:7][CH:8]=1 |^1:20|. Procedure: Ethyl (2E,4E)-5-[4-(trifluoromethyl)phenyl]-2,4-pentadienoate was treated with diisobutyl aluminum hybride in the same manner as in Reference example 21 to obtain the title compound in quantitative yield. The reactants are CCOC(=O)CC(=O)CC(O)C=Cc1c(C2CC2)nc2ccccc2c1-c1ccc(F)cc1, CC(C)=O, CO, O, O=S(=O)(O)O. Yields the product CCOC(=O)CC(=O)CC(=O)C=Cc1c(C2CC2)nc2ccccc2c1-c1ccc(F)cc1. Reaction SMILES: [CH2:1]([CH3:2])[O:3][C:4]([CH2:5][C:6]([CH2:7][CH:8]([CH:9]=[CH:10][c:11]1[c:12]([CH:28]2[CH2:29][CH2:30]2)[n:13][c:14]2[cH:15][cH:16][cH:17][cH:18][c:19]2[c:20]1-[c:21]1[cH:22][cH:23][c:24]([F:27])[cH:25][cH:26]1)[OH:31])=[O:32])=[O:33].[CH3:34][C:35](=[O:36])[CH3:37].[CH3:43][OH:44].[OH2:45].[S:38](=[O:39])(=[O:40])([OH:41])[OH:42]>>[CH2:1]([CH3:2])[O:3][C:4]([CH2:5][C:6]([CH2:7][C:8]([CH:9]=[CH:10][c:11]1[c:12]([CH:28]2[CH2:29][CH2:30]2)[n:13][c:14]2[cH:15][cH:16][cH:17][cH:18][c:19]2[c:20]1-[c:21]1[cH:22][cH:23][c:24]([F:27])[cH:25][cH:26]1)=[O:31])=[O:32])=[O:33]. The reactants are CC(=O)O, ClCCCl, O=Cc1ccc(F)cc1, COc1ccccc1CNc1ccc2cc(CN)ccc2n1, [Na+], O=C([O-])O. The product is COc1ccccc1CNc1ccc2cc(CNCc3ccc(F)cc3)ccc2n1. RXN SMILES: [CH3:32][C:33](=[O:34])[OH:35].[Cl:41][CH2:42][CH2:43][Cl:44].[F:23][c:24]1[cH:25][cH:26][c:27]([CH:28]=[O:29])[cH:30][cH:31]1.[NH2:1][CH2:2][c:3]1[cH:4][c:5]2[cH:6][cH:7][c:8]([NH:13][CH2:14][c:15]3[c:16]([O:21][CH3:22])[cH:17][cH:18][cH:19][cH:20]3)[n:9][c:10]2[cH:11][cH:12]1.[Na+:40].[O-:36][C:37]([OH:38])=[O:39]>>[NH:1]([CH2:2][c:3]1[cH:4][c:5]2[cH:6][cH:7][c:8]([NH:13][CH2:14][c:15]3[c:16]([O:21][CH3:22])[cH:17][cH:18][cH:19][cH:20]3)[n:9][c:10]2[cH:11][cH:12]1)[CH2:28][c:27]1[cH:26][cH:25][c:24]([F:23])[cH:31][cH:30]1. Run at temperature 35 celsius, time 1 hour. Procedure details: POCl3 (2.43 mL, 26.53 mmol) was added dropwise to N,N-dimethylformamide (15.0 mL) at −20° C. and stirred below −5° C. for one hour. A solution of 6-chloro-5-fluoroindole (3.0 g, 17.69 mmol) in dimethylformamide (5.0 mL) was added dropwise to the above reaction mixture at −20° C. The salt-ice bath was removed and the reaction mixture was warmed to 35° C., After one hour, the reaction was poured onto ice and basified by solid sodium bicarbonate and extracted with ethyl acetate. The combined organi... As a reaction SMILES: O=P(Cl)(Cl)Cl.[Cl:6][C:7]1[CH:15]=[C:14]2[C:10]([CH:11]=[CH:12][NH:13]2)=[CH:9][C:8]=1[F:16].CN(C)[CH:19]=[O:20]>>[Cl:6][C:7]1[CH:15]=[C:14]2[C:10]([C:11]([CH:19]=[O:20])=[CH:12][NH:13]2)=[CH:9][C:8]=1[F:16]. Product: ClC1=C(C=C2C(=CNC2=C1)C=O)F (6-chloro-5-fluoro-1H-indole-3-carbaldehyde). Starting materials: ClC1=C(C=C2C=CNC2=C1)F (6-chloro-5-fluoroindole), CN(C=O)C (dimethylformamide), O=P(Cl)(Cl)Cl (POCl3), CN(C=O)C (N,N-dimethylformamide). The yield is 97.0%.